Dataset: the Open Reaction Database (ORD), a public repository of structured organic reaction records. Task: describe an organic reaction: reactants, conditions, products, and yield Reaction conditions: time 3 day. Solvent: C(Cl)Cl (methylene chloride). Reported procedure: A mixture of 8.2 g of methyl 5-(1-hydroxyethyl)-2-(4-isopropyl-4-methyl-5-oxo-2-imidazolin-2-yl)nicotinate, 14.5 g of pyridinum dichromate and 1.99 g of pyridinium trifluoroacetate in 30 mL of methylene chloride is stirred at room temperature under nitrogen for 3 days. The reaction mixture is flash-chromatographed through florisil using methylene chloride as eluent, and the combined eluates are washed with water, dried, and concentrated in vacuo to a dark oil. Chromatography of this oil on silic... Starting materials: OC(C)C=1C=NC(=C(C(=O)OC)C1)C=1NC(C(N1)(C)C(C)C)=O (methyl 5-(1-hydroxyethyl)-2-(4-isopropyl-4-methyl-5-oxo-2-imidazolin-2-yl)nicotinate), [Cr](=O)(=O)([O-])O[Cr](=O)(=O)[O-] (dichromate), FC(C(=O)[O-])(F)F.[NH+]1=CC=CC=C1 (pyridinium trifluoroacetate). Product: C(C)(=O)C=1C=NC(=C(C(=O)OC)C1)C=1NC(C(N1)(C)C(C)C)=O (methyl 5-acetyl-2-(4-isopropyl-4-methyl-5-oxo-2-imidazolin-2 -yl)nicotinate). As a reaction SMILES: [OH:1][CH:2]([C:4]1[CH:5]=[N:6][C:7]([C:14]2[NH:15][C:16](=[O:23])[C:17]([CH:20]([CH3:22])[CH3:21])([CH3:19])[N:18]=2)=[C:8]([CH:13]=1)[C:9]([O:11][CH3:12])=[O:10])[CH3:3].[Cr](O[Cr]([O-])(=O)=O)([O-])(=O)=O.FC(F)(F)C([O-])=O.[NH+]1C=CC=CC=1>C(Cl)Cl>[C:2]([C:4]1[CH:5]=[N:6][C:7]([C:14]2[NH:15][C:16](=[O:23])[C:17]([CH:20]([CH3:21])[CH3:22])([CH3:19])[N:18]=2)=[C:8]([CH:13]=1)[C:9]([O:11][CH3:12])=[O:10])(=[O:1])[CH3:3] |f:2.3|.